This data is from the Open Reaction Database (ORD), a public repository of structured organic reaction records. The task is: describe an organic reaction: reactants, conditions, products, and yield Reactants: C(C)OC(=O)C=1C(=C2C(=C(N1)Br)N(C(=C2Br)Br)CC2=CC=C(C=C2)OC)O (2,3,7-tribromo-4-hydroxy-1-(4-methoxy-benzyl)-1H-pyrrolo[2,3-c]pyridine-5-carboxylic acid ethyl ester), C(#N)[Cu] (CuCN). The product is C(C)OC(=O)C=1C(=C2C(=C(N1)C#N)N(C(=C2Br)Br)CC2=CC=C(C=C2)OC)O (2,3-Dibromo-7-cyano-4-hydroxy-1-(4-methoxy-benzyl)-1H-pyrrolo[2,3-c]pyridine-5-carboxylic acid ethyl ester). RXN SMILES: [CH2:1]([O:3][C:4]([C:6]1[C:7]([OH:27])=[C:8]2[C:15]([Br:16])=[C:14]([Br:17])[N:13]([CH2:18][C:19]3[CH:24]=[CH:23][C:22]([O:25][CH3:26])=[CH:21][CH:20]=3)[C:9]2=[C:10](Br)[N:11]=1)=[O:5])[CH3:2].[C:28]([Cu])#[N:29]>>[CH2:1]([O:3][C:4]([C:6]1[C:7]([OH:27])=[C:8]2[C:15]([Br:16])=[C:14]([Br:17])[N:13]([CH2:18][C:19]3[CH:24]=[CH:23][C:22]([O:25][CH3:26])=[CH:21][CH:20]=3)[C:9]2=[C:10]([C:28]#[N:29])[N:11]=1)=[O:5])[CH3:2]. Procedure details: Prepared in analogy to that of Example 105(a) from 2,3,7-tribromo-4-hydroxy-1-(4-methoxy-benzyl)-1H-pyrrolo[2,3-c]pyridine-5-carboxylic acid ethyl ester and CuCN. The title compound, ESI MS (m/z): 530 (M+H)+. The reactants are solution, [F-].C(CCC)[N+](CCCC)(CCCC)CCCC (tetrabutylammonium fluoride), ClC=1C=C(C(=O)OCC2=CC=CC=C2)C=C(C1)O[Si](C)(C)C(C)(C)C (Benzyl 3-chloro-5-(tert-butyldimethylsilyloxy)benzoate). Conditions: time 10 minute. The product is ClC=1C=C(C(=O)OCC2=CC=CC=C2)C=C(C1)O (Benzyl 3-chloro-5-hydroxybenzoate). The yield is 97.3%. RXN SMILES: [F-].C([N+](CCCC)(CCCC)CCCC)CCC.[Cl:19][C:20]1[CH:21]=[C:22]([CH:33]=[C:34]([O:36][Si](C(C)(C)C)(C)C)[CH:35]=1)[C:23]([O:25][CH2:26][C:27]1[CH:32]=[CH:31][CH:30]=[CH:29][CH:28]=1)=[O:24]>>[Cl:19][C:20]1[CH:21]=[C:22]([CH:33]=[C:34]([OH:36])[CH:35]=1)[C:23]([O:25][CH2:26][C:27]1[CH:32]=[CH:31][CH:30]=[CH:29][CH:28]=1)=[O:24] |f:0.1|. Procedure details: A 1.0 M solution of tetrabutylammonium fluoride in tetrahydrofuiran (26.6 mL, 26.6 mmol) was added to neat benzyl ester 24 (5.00 g, 13.3 mmol), the reaction stirred 10 minutes at ambient temperature, and evaporated in vacuo. The crude product was dissolved in methylene chloride, the solution washed with dilute aqueous NaHCO3, dried overNa2SO4, and filtered. The evaporated filtrate was then washed repeatedly with hexanes and dried in vacuo giving product 25 as a gold oil (3.40 g, 98%). 1H NMR (30...